From a dataset of the Open Reaction Database (ORD), a public repository of structured organic reaction records. describe an organic reaction: reactants, conditions, products, and yield Starting materials: [N+](=O)(O)[O-] (nitric acid), CN1C(CC2=CC=CC=C12)=O (1-methyl-1,3-dihydro-indol-2-one), ice. The solvent is S(O)(O)(=O)=O (sulphuric acid), S(O)(O)(=O)=O (sulphuric acid). Run at temperature 0 celsius, time 30 minute. Yields the product CN1C(CC2=CC(=CC=C12)[N+](=O)[O-])=O (1-methyl-5-nitro-1,3-dihydro-indol-2-one). Reaction SMILES: [CH3:1][N:2]1[C:10]2[C:5](=[CH:6][CH:7]=[CH:8][CH:9]=2)[CH2:4][C:3]1=[O:11].[N+:12]([O-])([OH:14])=[O:13]>S(=O)(=O)(O)O>[CH3:1][N:2]1[C:10]2[C:5](=[CH:6][C:7]([N+:12]([O-:14])=[O:13])=[CH:8][CH:9]=2)[CH2:4][C:3]1=[O:11]. Reported procedure: 2 g 1-methyl-1,3-dihydro-indol-2-one are dissolved in 10 ml concentrated sulphuric acid and cooled to 0° C. To this is added dropwise a solution of 620 μl concentrated nitric acid in 2 ml concentrated sulphuric acid and the mixture is stirred for 30 minutes. Then it is poured onto 50 g ice, stirred for 1 hour, the solid is removed by suction filtering and dried in vacuo. The reactants are NC1=CC=C(C=C1)C1=C(NC2=NC=CC=C21)C(=O)N (3-(4-aminophenyl)-1H-pyrrolo[2,3-b]pyridine-2-carboxamide), FC(C1=CC=C(C=C1)N=C=O)(F)F (4-trifluoromethylphenyl isocyanate). Yields the product solid, FC(C1=CC=C(C=C1)NC(NC1=CC=C(C=C1)C1=C(NC2=NC=CC=C21)C(=O)N)=O)(F)F (3-{4-[3-(4-trifluoromethylphenyl)ureido]phenyl}-1H-pyrrolo[2,3-b]pyridine-2-carboxamide). Reaction SMILES: [NH2:1][C:2]1[CH:7]=[CH:6][C:5]([C:8]2[C:16]3[C:11](=[N:12][CH:13]=[CH:14][CH:15]=3)[NH:10][C:9]=2[C:17]([NH2:19])=[O:18])=[CH:4][CH:3]=1.[F:20][C:21]([F:32])([F:31])[C:22]1[CH:27]=[CH:26][C:25]([N:28]=[C:29]=[O:30])=[CH:24][CH:23]=1>>[F:20][C:21]([F:31])([F:32])[C:22]1[CH:23]=[CH:24][C:25]([NH:28][C:29](=[O:30])[NH:1][C:2]2[CH:3]=[CH:4][C:5]([C:8]3[C:16]4[C:11](=[N:12][CH:13]=[CH:14][CH:15]=4)[NH:10][C:9]=3[C:17]([NH2:19])=[O:18])=[CH:6][CH:7]=2)=[CH:26][CH:27]=1. Procedure: 77.6 mg of solid white 3-{4-[3-(4-trifluoromethylphenyl)ureido]phenyl}-1H-pyrrolo[2,3-b]pyridine-2-carboxamide are prepared as described in Example 7 starting with 3-(4-aminophenyl)-1H-pyrrolo[2,3-b]pyridine-2-carboxamide and 4-trifluoromethylphenyl isocyanate. The product is CCOC(=O)C(Cc1ccc(OC)c(N=C=O)c1)OC(C)C. Reactants: CC(C)(C)OC(=O)OC(=O)OC(C)(C)C, CC#N, CC#N, CN(C)c1ccncc1, CCOC(=O)C(Cc1ccc(OC)c(N)c1)OC(C)C, O=S(=O)(O)O. RXN SMILES: [C:1](=[O:2])([O:3][C:4]([O:5][C:6]([CH3:7])([CH3:8])[CH3:9])=[O:10])[O:11][C:12]([CH3:13])([CH3:14])[CH3:15].[C:36](#[N:37])[CH3:38].[CH3:44][C:45]#[N:46].[CH3:47][N:48]([CH3:49])[c:50]1[cH:51][cH:52][n:53][cH:54][cH:55]1.[NH2:16][c:17]1[cH:18][c:19]([CH2:25][CH:26]([C:27](=[O:28])[O:29][CH2:30][CH3:31])[O:32][CH:33]([CH3:34])[CH3:35])[cH:20][cH:21][c:22]1[O:23][CH3:24].[S:39](=[O:40])(=[O:41])([OH:42])[OH:43]>>[C:1](=[O:2])=[N:16][c:17]1[cH:18][c:19]([CH2:25][CH:26]([C:27](=[O:28])[O:29][CH2:30][CH3:31])[O:32][CH:33]([CH3:34])[CH3:35])[cH:20][cH:21][c:22]1[O:23][CH3:24]. Starting materials: ClC=1C(NC2=CC=C(C=C2N1)C(=O)OC)=O (methyl 3-chloro-2-oxo-1,2-dihydroquinoxaline-6-carboxylate), FC1=C2CCCNC2=CC=C1 (5-fluoro-1,2,3,4-tetrahydroquinoline). The solvent is CN1CCCC1=O (NMP). Run at time 1 hour. Yields the product FC1=C2CCCN(C2=CC=C1)C=1C(NC2=CC=C(C=C2N1)C(=O)OC)=O (methyl 3-(5-fluoro-1,2,3,4-tetrahydroquinolin-1-yl)-2-oxo-1,2-dihydroquinoxaline-6-carboxylate). As a reaction SMILES: Cl[C:2]1[C:3](=[O:16])[NH:4][C:5]2[C:10]([N:11]=1)=[CH:9][C:8]([C:12]([O:14][CH3:15])=[O:13])=[CH:7][CH:6]=2.[F:17][C:18]1[CH:27]=[CH:26][CH:25]=[C:24]2[C:19]=1[CH2:20][CH2:21][CH2:22][NH:23]2>CN1C(=O)CCC1>[F:17][C:18]1[CH:27]=[CH:26][CH:25]=[C:24]2[C:19]=1[CH2:20][CH2:21][CH2:22][N:23]2[C:2]1[C:3](=[O:16])[NH:4][C:5]2[C:10]([N:11]=1)=[CH:9][C:8]([C:12]([O:14][CH3:15])=[O:13])=[CH:7][CH:6]=2. Procedure: To a solution of methyl 3-chloro-2-oxo-1,2-dihydroquinoxaline-6-carboxylate (1.0 g, 4.19 mmol) in NMP (10.0 mL) was added 5-fluoro-1,2,3,4-tetrahydroquinoline (1.5 g, 9.92 mmol) with stifling for 1 h at 150° C. in an oil bath. The reaction mixture was cooled to room temperature, precipitated with water (100 mL). The solids were collected by filtration and dried in an oven under reduced pressure to afford methyl 3-(5-fluoro-1,2,3,4-tetrahydroquinolin-1-yl)-2-oxo-1,2-dihydroquinoxaline-6-carboxyla...